describe an organic reaction: reactants, conditions, products, and yield From a dataset of the Open Reaction Database (ORD), a public repository of structured organic reaction records. The reactants are BrCC1=C(C=C(C(=O)OC)C=C1)OC (methyl 4-bromomethyl-3methoxybenzoate), C1(CCCC1)CN(C(=O)C=1C=C2C=CN(C2=CC1)C)C (5-[N-(cyclopentylmethyl)-N-methylcarbamoyl]-1-methylindole). The reagents and catalysts are [Ag-]=O (Silver(I) oxide). Run in C(C)(=O)OCC (ethyl acetate), O1CCOCC1 (dioxane), O1CCOCC1 (dioxane). Yields the product C1(CCCC1)CN(C(=O)C=1C=C2C(=CN(C2=CC1)C)CC1=C(C=C(C(=O)OC)C=C1)OC)C (Methyl 4-[5-[N-(cyclopentylmethyl)-N-methylcarbamoyl]-1-methylindol-3-ylmethyl]-3-methoxybenzoate). The yield is 13.2%. RXN SMILES: [CH:1]1([CH2:6][N:7]([CH3:20])[C:8]([C:10]2[CH:11]=[C:12]3[C:16](=[CH:17][CH:18]=2)[N:15]([CH3:19])[CH:14]=[CH:13]3)=[O:9])[CH2:5][CH2:4][CH2:3][CH2:2]1.Br[CH2:22][C:23]1[CH:32]=[CH:31][C:26]([C:27]([O:29][CH3:30])=[O:28])=[CH:25][C:24]=1[O:33][CH3:34]>O1CCOCC1.C(OCC)(=O)C.[Ag-]=O>[CH:1]1([CH2:6][N:7]([CH3:20])[C:8]([C:10]2[CH:11]=[C:12]3[C:16](=[CH:17][CH:18]=2)[N:15]([CH3:19])[CH:14]=[C:13]3[CH2:22][C:23]2[CH:32]=[CH:31][C:26]([C:27]([O:29][CH3:30])=[O:28])=[CH:25][C:24]=2[O:33][CH3:34])=[O:9])[CH2:5][CH2:4][CH2:3][CH2:2]1. Procedure: Silver(I) oxide (0.30 g) was added to a solution of 5-[N-(cyclopentylmethyl)-N-methylcarbamoyl]-1-methylindole (G) (0.35 g) in dioxane (2 ml). The mixture was protected from light, stirred, and heated to reflux under an atmosphere of nitrogen for 2 hours. A solution of methyl 4-bromomethyl-3-methoxybenzoate (B) (0.33 g) in dioxane (1 ml) was added and the mixture was heated to reflux for an additional 18 hours. The mixture was then diluted with ethyl acetate and filtered. The filtrate was evapor... Starting materials: C(C)OC(CC(=O)COCCCl)=O (Ethyl-4-(2-chloroethoxy)-acetoacetate), CC(=O)C (acetone), [I-].[Na+] (sodium iodide). Run at time 13 hour. Yields the product C(C)OC(CC(=O)COCCI)=O (Ethyl-4-(2-iodoethoxy)-acetoacetate). Yield: 67.0%. Reaction SMILES: [CH2:1]([O:3][C:4](=[O:13])[CH2:5][C:6]([CH2:8][O:9][CH2:10][CH2:11]Cl)=[O:7])[CH3:2].CC(C)=O.[I-:18].[Na+]>>[CH2:1]([O:3][C:4](=[O:13])[CH2:5][C:6]([CH2:8][O:9][CH2:10][CH2:11][I:18])=[O:7])[CH3:2] |f:2.3|. Procedure details: To a solution of 19 g (91 millimoles) of ethyl-4-(2-chloroethoxy)-acetoacetate (IV) and 380 ml of acetone 134.4 g (910 millimoles) of sodium iodide are added. The reaction mixture is heated to boiling for 13 hours. The inorganic substance is filtered off and the filtrate is evaporated in vacuo. The residual oil is dissolved in dichloro methane, the solution is washed with water, dried and evaporated. The crude product is subjected to fractionated distillation in vacuo. Bp.: 170° C./0.1 Hgmm. Thu... Reactants: CO, COC(=O)c1ccc(-c2cc(OC)ccc2F)c(C=O)c1. The product is COC(=O)c1ccc(-c2cc(OC)ccc2F)c(CO)c1. Reaction SMILES: [CH3:22][OH:23].[F:1][c:2]1[c:3](-[c:10]2[c:11]([CH:20]=[O:21])[cH:12][c:13]([C:16](=[O:17])[O:18][CH3:19])[cH:14][cH:15]2)[cH:4][c:5]([O:8][CH3:9])[cH:6][cH:7]1>>[F:1][c:2]1[c:3](-[c:10]2[c:11]([CH2:20][OH:21])[cH:12][c:13]([C:16](=[O:17])[O:18][CH3:19])[cH:14][cH:15]2)[cH:4][c:5]([O:8][CH3:9])[cH:6][cH:7]1. Starting materials: ClC1=CC=C(OC2CN(C2)C(=O)Cl)C=C1 (3-(4-chlorophenoxy)-1-azetidinecarbonyl chloride), [OH-].[NH4+] (ammonium hydroxide). Solvent: O (water), O1CCCC1 (tetrahydrofuran). Reaction conditions: time 18 hour. Yields the product ClC1=CC=C(OC2CN(C2)C(=O)N)C=C1 (3-(4-Chlorophenoxy)-1-azetidinecarboxamide). Isolated yield 52.9%. RXN SMILES: [Cl:1][C:2]1[CH:15]=[CH:14][C:5]([O:6][CH:7]2[CH2:10][N:9]([C:11](Cl)=[O:12])[CH2:8]2)=[CH:4][CH:3]=1.[OH-].[NH4+:17]>O1CCCC1.O>[Cl:1][C:2]1[CH:15]=[CH:14][C:5]([O:6][CH:7]2[CH2:10][N:9]([C:11]([NH2:17])=[O:12])[CH2:8]2)=[CH:4][CH:3]=1 |f:1.2|. Procedure: A solution of 5 g (0.02 mole) of 3-(4-chlorophenoxy)-1-azetidinecarbonyl chloride in 20 ml of tetrahydrofuran was stirred while 4 ml (0.06 mole) of 57% ammonium hydroxide was added all at once. After stirring for 18 hr, the reaction mixture was diluted with 200 ml of water and the solid which separated was collected by filtration, 10.5 g. Recrystallization from isopropanol yielded 2.4 g (52.9%) of gray crystalline powder, m.p. 187°-188° C. The reactants are ClC1=CC(=NC(=C1)C#CC1=CC=CC=C1)N (4-chloro-6-(2-phenylethynyl)pyridin-2-amine), C1CC(=O)N(C1=O)Br (NBS). Solvent: C(C)#N (ACN). Run at time 3 hour. The product is BrC=1C(=CC(=NC1C#CC1=CC=CC=C1)N)Cl (5-bromo-4-chloro-6-(2-phenylethynyl)pyridin-2-amine). Reaction SMILES: [Cl:1][C:2]1[CH:7]=[C:6]([C:8]#[C:9][C:10]2[CH:15]=[CH:14][CH:13]=[CH:12][CH:11]=2)[N:5]=[C:4]([NH2:16])[CH:3]=1.C1C(=O)N([Br:24])C(=O)C1>C(#N)C>[Br:24][C:7]1[C:2]([Cl:1])=[CH:3][C:4]([NH2:16])=[N:5][C:6]=1[C:8]#[C:9][C:10]1[CH:11]=[CH:12][CH:13]=[CH:14][CH:15]=1. Reported procedure: A mixture of 4-chloro-6-(2-phenylethynyl)pyridin-2-amine B3a (1.0 g, 4.37 mmol), NBS (778 mg, 4.37 mmol) and ACN (20 ml) is stirred for 3 h at RT in the dark. The mixture is concentrated in vacuo and the product purified NP chromatography. Yield: 1.0 g (74%). HPLC-MS: M+H=307/309.